Dataset: the Open Reaction Database (ORD), a public repository of structured organic reaction records. Task: describe an organic reaction: reactants, conditions, products, and yield The reactants are CCOC(=O)c1oc2cc(OC3CCN(C(C)C)CC3)ccc2c1C(C)C, C1CCOC1, CCO, Cl, [Na+], [OH-]. Yields the product CC(C)c1c(C(=O)O)oc2cc(OC3CCN(C(C)C)CC3)ccc12. Reaction SMILES: [CH2:1]([CH3:2])[O:3][C:4](=[O:5])[c:6]1[o:7][c:8]2[c:9]([c:10]1[CH:11]([CH3:12])[CH3:13])[cH:14][cH:15][c:16]([O:18][CH:19]1[CH2:20][CH2:21][N:22]([CH:25]([CH3:26])[CH3:27])[CH2:23][CH2:24]1)[cH:17]2.[CH2:31]1[O:32][CH2:33][CH2:34][CH2:35]1.[CH3:36][CH2:37][OH:38].[ClH:30].[Na+:29].[OH-:28]>>[O:3]=[C:4]([OH:5])[c:6]1[o:7][c:8]2[c:9]([c:10]1[CH:11]([CH3:12])[CH3:13])[cH:14][cH:15][c:16]([O:18][CH:19]1[CH2:20][CH2:21][N:22]([CH:25]([CH3:26])[CH3:27])[CH2:23][CH2:24]1)[cH:17]2. Starting materials: CO, Cl, COC(=O)c1cccc(-n2nc3c(c2N)c(=O)[nH]c2ccccc23)c1, [Na+], C1CCOC1, [OH-], O. Yields the product Nc1c2c(=O)[nH]c3ccccc3c2nn1-c1cccc(C(=O)O)c1. Reaction SMILES: [CH3:28][OH:29].[ClH:30].[NH2:1][c:2]1[n:3](-[c:16]2[cH:17][c:18]([C:19](=[O:20])[O:21][CH3:22])[cH:23][cH:24][cH:25]2)[n:4][c:5]2[c:6]1[c:7](=[O:15])[nH:8][c:9]1[cH:10][cH:11][cH:12][cH:13][c:14]21.[Na+:27].[O:32]1[CH2:33][CH2:34][CH2:35][CH2:36]1.[OH-:26].[OH2:31]>>[NH2:1][c:2]1[n:3](-[c:16]2[cH:17][c:18]([C:19](=[O:20])[OH:21])[cH:23][cH:24][cH:25]2)[n:4][c:5]2[c:6]1[c:7](=[O:15])[nH:8][c:9]1[cH:10][cH:11][cH:12][cH:13][c:14]21. Starting materials: CCOC(=O)C=Cc1cccc(NC(=O)NCC(=O)N2C(C(=O)OC(C)(C)C)CCC2c2ccccc2)c1, CS(C)=O, CO, [K+], [OH-], O. The product is CC(C)(C)OC(=O)C1CCC(c2ccccc2)N1C(=O)CNC(=O)Nc1cccc(C=CC(=O)O)c1. Reaction SMILES: [C:1]([CH3:2])([CH3:3])([CH3:4])[O:5][C:6](=[O:7])[CH:8]1[N:9]([C:19]([CH2:20][NH:21][C:22]([NH:23][c:24]2[cH:25][c:26]([CH:27]=[CH:28][C:29](=[O:30])[O:31][CH2:32][CH3:33])[cH:34][cH:35][cH:36]2)=[O:37])=[O:38])[CH:10]([c:13]2[cH:14][cH:15][cH:16][cH:17][cH:18]2)[CH2:11][CH2:12]1.[CH3:41][S:42]([CH3:43])=[O:44].[CH3:45][OH:46].[K+:40].[OH-:39].[OH2:47]>>[C:1]([CH3:2])([CH3:3])([CH3:4])[O:5][C:6](=[O:7])[CH:8]1[N:9]([C:19]([CH2:20][NH:21][C:22]([NH:23][c:24]2[cH:25][c:26]([CH:27]=[CH:28][C:29](=[O:30])[OH:31])[cH:34][cH:35][cH:36]2)=[O:37])=[O:38])[CH:10]([c:13]2[cH:14][cH:15][cH:16][cH:17][cH:18]2)[CH2:11][CH2:12]1. Reactants: [OH-].[Li+] (Lithium hydroxide), C[C@@H]1C[C@H](C=2N=CN=C(C21)C2=CC=C(S2)C(=O)[O-])OC(C2=CC=C(C=C2)[N+](=O)[O-])=O (5-((5R,7R)-5-methyl-7-(4-nitrobenzoyloxy)-6,7-dihydro-5H-cyclopenta[d]pyrimidin-4-yl)thiophene-2-carboxylate). Solvent: C1CCOC1 (THF), O (water). Reaction conditions: time 1 hour. Product: O[C@@H]1C[C@H](C2=C1N=CN=C2C2=CC=C(S2)C(=O)O)C (5-((5R,7R)-7-hydroxy-5-methyl-6,7-dihydro-5H-cyclopenta[d]pyrimidin-4-yl)thiophene-2-carboxylic acid). As a reaction SMILES: [OH-].[Li+].[CH3:3][C@H:4]1[C:12]2[C:11]([C:13]3[S:17][C:16]([C:18]([O-:20])=[O:19])=[CH:15][CH:14]=3)=[N:10][CH:9]=[N:8][C:7]=2[C@H:6]([O:21]C(=O)C2C=CC([N+]([O-])=O)=CC=2)[CH2:5]1>C1COCC1.O>[OH:21][C@H:6]1[C:7]2[N:8]=[CH:9][N:10]=[C:11]([C:13]3[S:17][C:16]([C:18]([OH:20])=[O:19])=[CH:15][CH:14]=3)[C:12]=2[C@H:4]([CH3:3])[CH2:5]1 |f:0.1|. Procedure: Lithium hydroxide (6 mg, 0.146 mmol) was added to a solution of 5-((5R,7R)-5-methyl-7-(4-nitrobenzoyloxy)-6,7-dihydro-5H-cyclopenta[d]pyrimidin-4-yl)thiophene-2-carboxylate (32 mg, 0.073 mmol) in THF (0.5 mL) and water (0.5 mL). The reaction mixture was stirred at room temperature for 1 hour. LC-MS of the reaction mixture showed no more starting material. THF was removed under reduced pressure, and 1N HCl (5 mL) was added. The reaction mixture was extracted with EtOAc (3×5 mL). The combined orga... The product is ClC1=COC=2C(N(CCC21)C(=O)C2=NN1C(N=CC(=C1)Cl)=C2)C ((3-Chloro-7-methyl-4,7-dihydro-5H-furo[2,3-c]pyridin-6-yl)-(6-chloro-pyrazolo[1,5-a]pyrimidin-2-yl)-methanone). The reactants are ClC=1C=NC=2N(C1)N=C(C2)C(=O)O (6-chloro-pyrazolo[1,5-a]pyrimidine-2-carboxylic acid), ClC1=COC=2C(NCCC21)C (3-chloro-7-methyl-4,5,6,7-tetrahydrofuro[2,3-c]pyridine). Procedure: In close analogy to the procedure described in Example 1, 6-chloro-pyrazolo[1,5-a]pyrimidine-2-carboxylic acid is reacted with 3-chloro-7-methyl-4,5,6,7-tetrahydrofuro[2,3-c]pyridine to provide the title compound. Reaction SMILES: [Cl:1][C:2]1[CH:3]=[N:4][C:5]2[N:6]([N:8]=[C:9]([C:11]([OH:13])=O)[CH:10]=2)[CH:7]=1.[Cl:14][C:15]1[C:23]2[CH2:22][CH2:21][NH:20][CH:19]([CH3:24])[C:18]=2[O:17][CH:16]=1>>[Cl:14][C:15]1[C:23]2[CH2:22][CH2:21][N:20]([C:11]([C:9]3[CH:10]=[C:5]4[N:4]=[CH:3][C:2]([Cl:1])=[CH:7][N:6]4[N:8]=3)=[O:13])[CH:19]([CH3:24])[C:18]=2[O:17][CH:16]=1. Reactants: C(C1=CC=CC=C1)NC(NC=1C=C(C=CC1)C1=NC2=CC=CC=C2C(=N1)NC=1C=C2C=NN(C2=CC1)C(=O)OC(C)(C)C)=O (tert-butyl 5-(2-(3-(3-benzylureido)phenyl)quinazolin-4-ylamino)-1H-indazole-1-carboxylate), C(=O)(C(F)(F)F)O (TFA). Run in C(Cl)Cl (CH2Cl2). Product: N1N=CC2=CC(=CC=C12)NC1=NC(=NC2=CC=CC=C12)C=1C=C(C=CC1)NC(=O)NCC1=CC=CC=C1 (1-(3-(4-(1H-indazol-5-ylamino)quinazolin-2-yl)phenyl)-3-benzylurea). As a reaction SMILES: [CH2:1]([NH:8][C:9](=[O:44])[NH:10][C:11]1[CH:12]=[C:13]([C:17]2[N:26]=[C:25]([NH:27][C:28]3[CH:29]=[C:30]4[C:34](=[CH:35][CH:36]=3)[N:33](C(OC(C)(C)C)=O)[N:32]=[CH:31]4)[C:24]3[C:19](=[CH:20][CH:21]=[CH:22][CH:23]=3)[N:18]=2)[CH:14]=[CH:15][CH:16]=1)[C:2]1[CH:7]=[CH:6][CH:5]=[CH:4][CH:3]=1.C(O)(C(F)(F)F)=O>C(Cl)Cl>[NH:33]1[C:34]2[C:30](=[CH:29][C:28]([NH:27][C:25]3[C:24]4[C:19](=[CH:20][CH:21]=[CH:22][CH:23]=4)[N:18]=[C:17]([C:13]4[CH:12]=[C:11]([NH:10][C:9]([NH:8][CH2:1][C:2]5[CH:3]=[CH:4][CH:5]=[CH:6][CH:7]=5)=[O:44])[CH:16]=[CH:15][CH:14]=4)[N:26]=3)=[CH:36][CH:35]=2)[CH:31]=[N:32]1. Reported procedure: To tert-butyl 5-(2-(3-(3-benzylureido)phenyl)quinazolin-4-ylamino)-1H-indazole-1-carboxylate (30 mg, 0.051 mmol) was added a solution of 1:1 TFA:CH2Cl2 (2 mL) and stirred at RT for 2 h. The reaction mixture was concentrated in vacuo and left under high vacuum for several hours. The crude product was triturated with ethyl ether to afford 1-(3-(4-(1H-indazol-5-ylamino)quinazolin-2-yl)phenyl)-3-benzylurea. (25 mg, 100%) Starting materials: COc1ccc2cc(Br)ccc2c1, CCCBr, ClC(Cl)(CP(c1ccccc1)c1ccccc1)P(c1ccccc1)c1ccccc1, Cl, [Mg], [Ni+2], C1CCOC1, O. Yields the product CCCc1ccc2cc(OC)ccc2c1. RXN SMILES: [Br:1][c:2]1[cH:3][c:4]2[cH:5][cH:6][c:7]([O:12][CH3:13])[cH:8][c:9]2[cH:10][cH:11]1.[CH2:14]([CH2:15][CH3:16])[Br:17].[Cl:26][C:27]([Cl:28])([P:29]([c:30]1[cH:31][cH:32][cH:33][cH:34][cH:35]1)[c:36]1[cH:37][cH:38][cH:39][cH:40][cH:41]1)[CH2:42][P:43]([c:44]1[cH:45][cH:46][cH:47][cH:48][cH:49]1)[c:50]1[cH:51][cH:52][cH:53][cH:54][cH:55]1.[ClH:19].[Mg:18].[Ni+2:25].[O:20]1[CH2:21][CH2:22][CH2:23][CH2:24]1.[OH2:56]>>[c:2]1([CH2:14][CH2:15][CH3:16])[cH:3][c:4]2[cH:5][cH:6][c:7]([O:12][CH3:13])[cH:8][c:9]2[cH:10][cH:11]1. The reactants are Cl.NCC1=CC(CC2=C(C(=CC=C12)OC)OC)C1CCCCC1 (1-Aminomethyl-3-cyclohexyl-5,6-dimethoxy-3,4-dihydronaphthalene hydrochloride), [H][H] (hydrogen). The reagents and catalysts are [Pd] (palladium on carbon). The solvent is C(C)O (ethanol), C(C)O (ethanol). Conditions: time 24 hour. Product: Cl.NC[C@@H]1C[C@@H](CC2=C(C(=CC=C12)OC)OC)C1CCCCC1 ([1R,3S]1-Aminomethyl-3-cyclohexyl-5,6-dimethoxy-1,2,3,4-tetrahydronaphthalene Hydrochloride). The yield is 89.2%. RXN SMILES: [ClH:1].[NH2:2][CH2:3][C:4]1[C:13]2[C:8](=[C:9]([O:16][CH3:17])[C:10]([O:14][CH3:15])=[CH:11][CH:12]=2)[CH2:7][CH:6]([CH:18]2[CH2:23][CH2:22][CH2:21][CH2:20][CH2:19]2)[CH:5]=1.[H][H]>C(O)C.[Pd]>[ClH:1].[NH2:2][CH2:3][C@H:4]1[C:13]2[C:8](=[C:9]([O:16][CH3:17])[C:10]([O:14][CH3:15])=[CH:11][CH:12]=2)[CH2:7][C@@H:6]([CH:18]2[CH2:23][CH2:22][CH2:21][CH2:20][CH2:19]2)[CH2:5]1 |f:0.1,5.6|. Reported procedure: 1-Aminomethyl-3-cyclohexyl-5,6-dimethoxy-3,4-dihydronaphthalene hydrochloride (1 g, 3.3 mmol), from Step 2 of Example 36, was dissolved in 20 mL of ethanol and 0.25 g of 10% palladium on carbon was added to the ethanol solution. The reaction mixture was sealed under one atmosphere of hydrogen and shaken at ambient temperature for 24 h. The reaction mixture was filtered to remove the catalyst and concentrated to give 1 g (100% yield) of the title compound, m.p. 282°-283° C.; 1H NMR (d6 -DMSO) δ: ... Reactants: COC(=O)c1cc2cc(N)ccc2o1, CO, Nc1cccc(Nc2nc(Cl)ncc2F)c1. Product: COC(=O)c1cc2cc(Nc3ncc(F)c(Nc4cccc(N)c4)n3)ccc2o1. Reaction SMILES: [CH3:17][O:18][C:19](=[O:20])[c:21]1[o:22][c:23]2[c:24]([cH:25]1)[cH:26][c:27]([NH2:30])[cH:28][cH:29]2.[CH3:31][OH:32].[NH2:1][c:2]1[cH:3][c:4]([NH:8][c:9]2[n:10][c:11]([Cl:16])[n:12][cH:13][c:14]2[F:15])[cH:5][cH:6][cH:7]1>>[NH2:1][c:2]1[cH:3][c:4]([NH:8][c:9]2[n:10][c:11]([NH:30][c:27]3[cH:26][c:24]4[c:23]([o:22][c:21]([C:19]([O:18][CH3:17])=[O:20])[cH:25]4)[cH:29][cH:28]3)[n:12][cH:13][c:14]2[F:15])[cH:5][cH:6][cH:7]1. The reactants are COc1cnc(CN=[N+]=[N-])cc1O, C1CCOC1, O, c1ccc(P(c2ccccc2)c2ccccc2)cc1. Product: COc1cnc(CN)cc1O. As a reaction SMILES: [N:1](=[N+:2]=[N-:3])[CH2:4][c:5]1[n:6][cH:7][c:8]([O:12][CH3:13])[c:9]([OH:11])[cH:10]1.[O:34]1[CH2:35][CH2:36][CH2:37][CH2:38]1.[OH2:33].[c:14]1([P:15]([c:16]2[cH:17][cH:18][cH:19][cH:20][cH:21]2)[c:22]2[cH:23][cH:24][cH:25][cH:26][cH:27]2)[cH:28][cH:29][cH:30][cH:31][cH:32]1>>[NH2:1][CH2:4][c:5]1[n:6][cH:7][c:8]([O:12][CH3:13])[c:9]([OH:11])[cH:10]1.